This data is from the Open Reaction Database (ORD), a public repository of structured organic reaction records. The task is: describe an organic reaction: reactants, conditions, products, and yield Reactants: NC1=NC(=NC=C1C(=O)C1=C(C(=CC=C1OC)F)F)NC1CCN(CC1)S(=O)(=O)CCCCl ([4-Amino-2-[1-(3-chloro-propane-1-sulfonyl)-piperidin-4-ylamino]-pyrimidin-5-yl]-(2,3-difluoro-6-methoxy-phenyl)-methanone), N[C@H](CO)C ((S)-(+)-2-amino-1-propanol). Yields the product NC1=NC(=NC=C1C(=O)C1=C(C(=CC=C1OC)F)F)NC1CCN(CC1)S(=O)(=O)CCCN[C@H](CO)C ((4-Amino-2-[1-[3-((S)-2-hydroxy-1-methyl-ethylamino)-propane-1-sulfonyl]-piperidin-4-ylamino]-pyrimidin-5-yl)-(2,3-difluoro-6-methoxy-phenyl)-methanone). Reaction SMILES: [NH2:1][C:2]1[C:7]([C:8]([C:10]2[C:15]([O:16][CH3:17])=[CH:14][CH:13]=[C:12]([F:18])[C:11]=2[F:19])=[O:9])=[CH:6][N:5]=[C:4]([NH:20][CH:21]2[CH2:26][CH2:25][N:24]([S:27]([CH2:30][CH2:31][CH2:32]Cl)(=[O:29])=[O:28])[CH2:23][CH2:22]2)[N:3]=1.[NH2:34][C@@H:35]([CH3:38])[CH2:36][OH:37]>>[NH2:1][C:2]1[C:7]([C:8]([C:10]2[C:15]([O:16][CH3:17])=[CH:14][CH:13]=[C:12]([F:18])[C:11]=2[F:19])=[O:9])=[CH:6][N:5]=[C:4]([NH:20][CH:21]2[CH2:26][CH2:25][N:24]([S:27]([CH2:30][CH2:31][CH2:32][NH:34][C@@H:35]([CH3:38])[CH2:36][OH:37])(=[O:29])=[O:28])[CH2:23][CH2:22]2)[N:3]=1. Procedure details: The compound was prepared from [4-amino-2-[1-(3-chloro-propane-1-sulfonyl)-piperidin-4-ylamino]-pyrimidin-5-yl]-(2,3-difluoro-6-methoxy-phenyl)-methanone (Example 226) and (S)-(+)-2-amino-1-propanol (Aldrich) in an analogous manner as described in Example 227. HR-MS (ES, m/z) calculated for C23H33N6O5SF2 [(M+H)+] 543.2196, observed 543.2200. Starting materials: CC(C)(C)[O-], CS(C)=O, Clc1cncc(Cl)n1, OCc1ccc(F)cc1, [K+]. Product: Fc1ccc(COc2cncc(Cl)n2)cc1. Reaction SMILES: [CH3:10][C:11]([CH3:12])([O-:13])[CH3:14].[CH3:24][S:25]([CH3:26])=[O:27].[Cl:16][c:17]1[n:18][c:19]([Cl:23])[cH:20][n:21][cH:22]1.[F:1][c:2]1[cH:3][cH:4][c:5]([CH2:6][OH:7])[cH:8][cH:9]1.[K+:15]>>[F:1][c:2]1[cH:3][cH:4][c:5]([CH2:6][O:7][c:19]2[n:18][c:17]([Cl:16])[cH:22][n:21][cH:20]2)[cH:8][cH:9]1. Starting materials: C1CCNC1, Cc1ccc(NC(=O)c2ccnc(Cl)c2)cc1-c1ccc(C(=O)NCC2CC2)cc1. Yields the product Cc1ccc(NC(=O)c2ccnc(N3CCCC3)c2)cc1-c1ccc(C(=O)NCC2CC2)cc1. RXN SMILES: [CH2:31]1[CH2:32][CH2:33][NH:34][CH2:35]1.[Cl:1][c:2]1[cH:3][c:4]([C:5](=[O:6])[NH:7][c:8]2[cH:9][c:10](-[c:15]3[cH:16][cH:17][c:18]([C:21](=[O:22])[NH:23][CH2:24][CH:25]4[CH2:26][CH2:27]4)[cH:19][cH:20]3)[c:11]([CH3:14])[cH:12][cH:13]2)[cH:28][cH:29][n:30]1>>[c:2]1([N:34]2[CH2:33][CH2:32][CH2:31][CH2:35]2)[cH:3][c:4]([C:5](=[O:6])[NH:7][c:8]2[cH:9][c:10](-[c:15]3[cH:16][cH:17][c:18]([C:21](=[O:22])[NH:23][CH2:24][CH:25]4[CH2:26][CH2:27]4)[cH:19][cH:20]3)[c:11]([CH3:14])[cH:12][cH:13]2)[cH:28][cH:29][n:30]1. The reactants are N1=C(C=CC=C1)NC1=CC=C(OC=2C(=NC=CN2)C2=CCN(CC2)C(=O)OC(C)(C)C)C=C1 (tert-butyl 4-(3-(4-(pyridin-2-ylamino)phenoxy)pyrazin-2-yl)-5,6-dihydropyridine-1(2H)-carboxylate), C(Cl)Cl (DCM), Cl (HCl), Cl (HCl). Solvent: O1CCOCC1 (dioxane), O1CCOCC1 (dioxane). Reaction conditions: time 4 hour. Yields the product Cl.Cl.N1CCC(CC1)C=1C(=NC=CN1)OC1=CC=C(C=C1)NC1=NC=CC=C1 (N-(4-(3-(piperidin-4-yl)pyrazin-2-yloxy)phenyl)pyridin-2-amine dihydrochloride). As a reaction SMILES: [N:1]1[CH:6]=[CH:5][CH:4]=[CH:3][C:2]=1[NH:7][C:8]1[CH:33]=[CH:32][C:11]([O:12][C:13]2[C:14]([C:19]3[CH2:24][CH2:23][N:22](C(OC(C)(C)C)=O)[CH2:21][CH:20]=3)=[N:15][CH:16]=[CH:17][N:18]=2)=[CH:10][CH:9]=1.C(Cl)[Cl:35].[ClH:37]>O1CCOCC1>[ClH:35].[ClH:37].[NH:22]1[CH2:21][CH2:20][CH:19]([C:14]2[C:13]([O:12][C:11]3[CH:32]=[CH:33][C:8]([NH:7][C:2]4[CH:3]=[CH:4][CH:5]=[CH:6][N:1]=4)=[CH:9][CH:10]=3)=[N:18][CH:17]=[CH:16][N:15]=2)[CH2:24][CH2:23]1 |f:4.5.6|. Procedure: To a solution of tert-butyl 4-(3-(4-(pyridin-2-ylamino)phenoxy)pyrazin-2-yl)-5,6-dihydropyridine-1(2H)-carboxylate (5.2 g, 11.67 mmol) and DCM (100 mL) was added 4M HCl in dioxane (12 mL, 48.0 mmol). After 4 hours, another 5 mL of 4M HCl in dioxane was added. After a further 16 hours, the precipitates had clung to the walls of the flask and the clear stirring solution was decanted away. The precipitates were washed with another 50 mL of DCM and the solution again decanted away. The flask was pla... Reactants: COC(=O)CS(=O)(=O)Cl, CC(Cl)Cl, Cl, Nc1c(F)cc(F)cc1F, c1ccncc1. The product is COC(=O)CS(=O)(=O)Nc1c(F)cc(F)cc1F. RXN SMILES: [CH3:17][O:18][C:19]([CH2:20][S:21](=[O:22])(=[O:23])[Cl:24])=[O:25].[Cl:27][CH:28]([Cl:29])[CH3:30].[ClH:26].[F:1][c:2]1[c:3]([NH2:4])[c:5]([F:10])[cH:6][c:7]([F:9])[cH:8]1.[cH:11]1[cH:12][cH:13][n:14][cH:15][cH:16]1>>[F:1][c:2]1[c:3]([NH:4][S:21]([CH2:20][C:19]([O:18][CH3:17])=[O:25])(=[O:22])=[O:23])[c:5]([F:10])[cH:6][c:7]([F:9])[cH:8]1. Starting materials: FC=1C=C(C(=O)N(C2=C(C=CC(=C2)OC)[C@H]2CC=3C=CC(=CC3CC2)OC(C(C)(C)C)=O)C(C)C)C=CC1O (pivalic acid (R)-6-{2-[(3-fluoro-4-hydroxybenzoyl)isopropylamino]-4-methoxyphenyl}-5,6,7,8-tetrahydronaphthalen-2-yl ester), ClCC(=O)N1CCCC1 (2-chloro-1-pyrrolidin-1-ylethanone). Product: FC=1C=C(CN(C2=C(C=CC(=C2)OC)[C@H]2CC=3C=CC(=CC3CC2)O)C(C)C)C=CC1OCCN1CCCC1 ((R)-6-{2-{[3-Fluoro-4-(2-pyrrolidin-1-ylethoxy)benzyl]isopropylamino}-4-methoxyphenyl}-5,6,7,8-tetrahydronaphthalen-2-ol). Yield: 44.8%. As a reaction SMILES: [F:1][C:2]1[CH:3]=[C:4]([CH:36]=[CH:37][C:38]=1[OH:39])[C:5]([N:7]([CH:33]([CH3:35])[CH3:34])[C:8]1[CH:13]=[C:12]([O:14][CH3:15])[CH:11]=[CH:10][C:9]=1[C@@H:16]1[CH2:25][CH2:24][C:23]2[CH:22]=[C:21]([O:26]C(=O)C(C)(C)C)[CH:20]=[CH:19][C:18]=2[CH2:17]1)=O.Cl[CH2:41][C:42]([N:44]1[CH2:48][CH2:47][CH2:46][CH2:45]1)=O>>[F:1][C:2]1[CH:3]=[C:4]([CH:36]=[CH:37][C:38]=1[O:39][CH2:41][CH2:42][N:44]1[CH2:48][CH2:47][CH2:46][CH2:45]1)[CH2:5][N:7]([CH:33]([CH3:35])[CH3:34])[C:8]1[CH:13]=[C:12]([O:14][CH3:15])[CH:11]=[CH:10][C:9]=1[C@@H:16]1[CH2:25][CH2:24][C:23]2[CH:22]=[C:21]([OH:26])[CH:20]=[CH:19][C:18]=2[CH2:17]1. Procedure: Synthesized from pivalic acid (R)-6-{2-[(3-fluoro-4-hydroxybenzoyl)isopropylamino]-4-methoxyphenyl}-5,6,7,8-tetrahydronaphthalen-2-yl ester (19 mg) and 2-chloro-1-pyrrolidin-1-ylethanone (10 mg) according to an analogous synthetic method to Example 404 and purified by LC-MS, the title compound (8.5 mg) was obtained. The reactants are ClC=1N=C(C2=C(N1)C=CS2)Cl (2,4-dichlorothieno[3,2-d]pyrimidine), [N+](=O)([O-])C=1C=C(C=CC1)O (3-nitrophenol), C([O-])([O-])=O.[Cs+].[Cs+] (cesium carbonate). Run at time 1 hour. The product is ClC=1N=C(C2=C(N1)C=CS2)OC2=CC(=CC=C2)[N+](=O)[O-] (2-chloro-4-(3-nitrophenoxy)thieno[3,2-d]pyrimidine). The yield is 91.5%. RXN SMILES: [Cl:1][C:2]1[N:3]=[C:4](Cl)[C:5]2[S:10][CH:9]=[CH:8][C:6]=2[N:7]=1.[N+:12]([C:15]1[CH:16]=[C:17]([OH:21])[CH:18]=[CH:19][CH:20]=1)([O-:14])=[O:13].C(=O)([O-])[O-].[Cs+].[Cs+]>>[Cl:1][C:2]1[N:3]=[C:4]([O:21][C:17]2[CH:18]=[CH:19][CH:20]=[C:15]([N+:12]([O-:14])=[O:13])[CH:16]=2)[C:5]2[S:10][CH:9]=[CH:8][C:6]=2[N:7]=1 |f:2.3.4|. Reported procedure: The compound (2.9 g, 14.2 mmol) obtained in Step 2 was dissolved in N,N-dimethylsulfoneamide (70 mL), and 3-nitrophenol (1.9 g, 14.2 mmol) and cesium carbonate (9.2 g, 28.4 mmol) were added thereto, followed by stirring room temperature for 1 hour. After the reaction was complete, distilled water was added to the reaction mixture, and the resulting solid was filtered under a reduced pressure with washing with distilled water. The resulting solid was dried under a reduced pressure to obtain the t...